This data is from the Open Reaction Database (ORD), a public repository of structured organic reaction records. The task is: describe an organic reaction: reactants, conditions, products, and yield The reactants are CCOC(C)=O, O=C1c2ccccc2C(=O)N1c1cc(S(=O)(=O)N2CCCCc3ccccc32)c(O)cc1Cl, NN, C1CCOC1, O. Product: Nc1cc(S(=O)(=O)N2CCCCc3ccccc32)c(O)cc1Cl. As a reaction SMILES: [CH3:42][CH2:43][O:44][C:45](=[O:46])[CH3:47].[Cl:1][c:2]1[c:3]([N:23]2[C:24](=[O:25])[c:26]3[c:27]([cH:28][cH:29][cH:30][cH:31]3)[C:32]2=[O:33])[cH:4][c:5]([S:9](=[O:10])(=[O:11])[N:12]2[CH2:13][CH2:14][CH2:15][CH2:16][c:17]3[c:18]2[cH:19][cH:20][cH:21][cH:22]3)[c:6]([OH:8])[cH:7]1.[NH2:35][NH2:36].[O:37]1[CH2:38][CH2:39][CH2:40][CH2:41]1.[OH2:34]>>[Cl:1][c:2]1[c:3]([NH2:23])[cH:4][c:5]([S:9](=[O:10])(=[O:11])[N:12]2[CH2:13][CH2:14][CH2:15][CH2:16][c:17]3[c:18]2[cH:19][cH:20][cH:21][cH:22]3)[c:6]([OH:8])[cH:7]1.